The task is: describe an organic reaction: reactants, conditions, products, and yield. This data is from the Open Reaction Database (ORD), a public repository of structured organic reaction records. The reactants are O=c1[nH]cnc2cc(F)ccc12, [H-], [Na+], CN(C)C=O, OCCN1CCOCC1. Yields the product O=c1[nH]cnc2cc(OCCN3CCOCC3)ccc12. RXN SMILES: [F:12][c:13]1[cH:14][cH:15][c:16]2[c:17](=[O:23])[nH:18][cH:19][n:20][c:21]2[cH:22]1.[H-:10].[Na+:11].[O:24]=[CH:25][N:26]([CH3:27])[CH3:28].[OH:1][CH2:2][CH2:3][N:4]1[CH2:5][CH2:6][O:7][CH2:8][CH2:9]1>>[O:1]([CH2:2][CH2:3][N:4]1[CH2:5][CH2:6][O:7][CH2:8][CH2:9]1)[c:13]1[cH:14][cH:15][c:16]2[c:17](=[O:23])[nH:18][cH:19][n:20][c:21]2[cH:22]1. Product: C(=O)(OCC1=CC=CC=C1)N(C1=CC=C(C(=O)Cl)C=C1)CCCC=CCCCCCCCCC=C (N-carbobenzyloxy-4-(4,14-pentadecadienylamino)benzoyl chloride). Reaction conditions: temperature 40 celsius, time 2 hour. RXN SMILES: [CH2:1]([NH:16][C:17]1[CH:25]=[CH:24][C:20]([C:21]([OH:23])=O)=[CH:19][CH:18]=1)[CH2:2][CH2:3][CH:4]=[CH:5][CH2:6][CH2:7][CH2:8][CH2:9][CH2:10][CH2:11][CH2:12][CH2:13][CH:14]=[CH2:15].[C:26](=[O:29])([O-])[O-:27].[Na+].[Na+].[Cl-:32].S(Cl)(Cl)=O>C1(C)C=CC=CC=1.O.C(Cl)(Cl)Cl>[C:26]([N:16]([CH2:1][CH2:2][CH2:3][CH:4]=[CH:5][CH2:6][CH2:7][CH2:8][CH2:9][CH2:10][CH2:11][CH2:12][CH2:13][CH:14]=[CH2:15])[C:17]1[CH:18]=[CH:19][C:20]([C:21]([Cl:32])=[O:23])=[CH:24][CH:25]=1)([O:27][CH2:21][C:20]1[CH:24]=[CH:25][CH:17]=[CH:18][CH:19]=1)=[O:29] |f:1.2.3|. Reactants: C(CCC=CCCCCCCCCC=C)NC1=CC=C(C(=O)O)C=C1 (4-(4,14-pentadecadienylamino)benzoic acid), S(=O)(Cl)Cl (thionyl chloride), C([O-])([O-])=O.[Na+].[Na+] (sodium carbonate), [Cl-] (chloride). Run in C1(=CC=CC=C1)C (toluene), C(Cl)(Cl)Cl (chloroform), O (water). Reported procedure: To 15 g. of 4-(4,14-pentadecadienylamino)benzoic acid in 200 mml. warm chloroform is added 15 g. sodium carbonate in 150 ml. water. To the vigorously stirred mixture is added 10 g. carbobenzoyl chloride. After 2 hours stirring at 40° C., the layers are separated, the chloroform layer is washed three times with 1N hydrochloric acid, dried, and the solvent evaporated to yield an oil. The oil is dissolved in 300 ml. toluene, treated with 15 ml. of thionyl chloride, and the solution is refluxed for ...